From a dataset of the Open Reaction Database (ORD), a public repository of structured organic reaction records. describe an organic reaction: reactants, conditions, products, and yield The reactants are O (water), C1(\C=C/C(=O)O1)=O (maleic anhydride), C(CS)(=O)O (thioglycolic acid). Conditions: temperature 90 celsius. The product is C(=O)(O)CSC(C(=O)O)CC(=O)O (Carboxymethylmercaptosuccinic acid). Reaction SMILES: [OH2:1].[C:2]1(=[O:8])[O:7][C:5](=[O:6])[CH:4]=[CH:3]1.[C:9]([OH:13])(=[O:12])[CH2:10][SH:11]>>[C:9]([CH2:10][S:11][CH:3]([CH2:4][C:5]([OH:1])=[O:6])[C:2]([OH:7])=[O:8])([OH:13])=[O:12]. Procedure: A solution of 180 g (10 mol) of water and 98 g (1.0 mol) of maleic anhydride was heated to 40° C. To this solution was added 92 g (1.0 mol) of thioglycolic acid and the reaction mixture was heated to 90° C. with stirring. After three (3) hours at 90° C., the water was evaporated off under reduced pressure. The resulting molten product was cast and ground prior to use.